Dataset: the Open Reaction Database (ORD), a public repository of structured organic reaction records. Task: describe an organic reaction: reactants, conditions, products, and yield The reactants are C1(CCCCC1)ON1C(CC(CC1(C)C)O)(C)C (1-cyclohexyloxy-2,2,6,6-tetramethyl-4-hydroxypiperidine), ice water, [OH-].[Na+] (sodium hydroxide), C(Cl)C1CO1 (epichlorohydrin). Reagents/catalysts: [Br-].C(CCC)[N+](CCCC)(CCCC)CCCC (tetrabutylammonium bromide). The solvent is C1(=CC=CC=C1)C (toluene), O (water). Yields the product C1(CCCCC1)ON1C(CC(CC1(C)C)OCC1CO1)(C)C (1-Cyclohexyloxy-2,2,6,6-tetramethyl-4-(2,3-epoxypropoxy)piperidine). RXN SMILES: [OH-].[Na+].[CH:3]1([O:9][N:10]2[C:15]([CH3:17])([CH3:16])[CH2:14][CH:13]([OH:18])[CH2:12][C:11]2([CH3:20])[CH3:19])[CH2:8][CH2:7][CH2:6][CH2:5][CH2:4]1.[CH2:21]([CH:23]1[O:25][CH2:24]1)Cl>O.[Br-].C([N+](CCCC)(CCCC)CCCC)CCC.C1(C)C=CC=CC=1>[CH:3]1([O:9][N:10]2[C:11]([CH3:20])([CH3:19])[CH2:12][CH:13]([O:18][CH2:21][CH:23]3[O:25][CH2:24]3)[CH2:14][C:15]2([CH3:16])[CH3:17])[CH2:4][CH2:5][CH2:6][CH2:7][CH2:8]1 |f:0.1,5.6|. Procedure: 78.4 g (1.96 mol) of sodium hydroxide am dissolved in 80 ml of water under argon in a 50 ml sulfonation flask fitted with stirrer, thermometer and dropping funnel. 100 g (392 mmol) of 1-cyclohexyloxy-2,2,6,6-tetramethyl-4-hydroxypiperidine and 12.6 g (39.2 mmol) of tetrabutylammonium bromide dissolved in 250 ml of toluene are added. The mixture is warmed to 50°-55° C., and 90.7 g (980 mmol) of epichlorohydrin are added dropwise over the course of 45 minutes, during which the mixture is stirred v... Reactants: CC(C)(C)OC(=O)N1CCC(CN)CC1, O, O=C(O)c1ccccn1, Cc1ccccc1C. Yields the product CC(C)(C)OC(=O)N1CCC(CNC(=O)c2ccccn2)CC1. As a reaction SMILES: [NH2:10][CH2:11][CH:12]1[CH2:13][CH2:14][N:15]([C:18](=[O:19])[O:20][C:21]([CH3:22])([CH3:23])[CH3:24])[CH2:16][CH2:17]1.[OH2:25].[OH:1][C:2](=[O:3])[c:4]1[cH:5][cH:6][cH:7][cH:8][n:9]1.[c:26]1([CH3:27])[c:28]([CH3:29])[cH:30][cH:31][cH:32][cH:33]1>>[C:2](=[O:3])([c:4]1[cH:5][cH:6][cH:7][cH:8][n:9]1)[NH:10][CH2:11][CH:12]1[CH2:13][CH2:14][N:15]([C:18](=[O:19])[O:20][C:21]([CH3:22])([CH3:23])[CH3:24])[CH2:16][CH2:17]1. The reactants are ClCCN (2-chloroethanamine), FC1=CC=C(C=C1)CN1C(=NC2=C1C=CC=C2)NC2CCN(CC2)CCN=C=S (1-(4-fluorophenylmethyl)-N-[1-(2-isothiocyanatoethyl)-4-piperidinyl]-1H-benzimidazol-2-amine), C([O-])([O-])=O.[Na+].[Na+] (sodium carbonate). The solvent is O1CCCC1 (tetrahydrofuran). Conditions: time 3 hour. Yields the product FC1=CC=C(C=C1)CN1C(=NC2=C1C=CC=C2)N (1-[(4-fluorophenyl)methyl]-1H-benzimidazol-2-amine). As a reaction SMILES: ClCCN.[F:5][C:6]1[CH:11]=[CH:10][C:9]([CH2:12][N:13]2[C:17]3[CH:18]=[CH:19][CH:20]=[CH:21][C:16]=3[N:15]=[C:14]2[NH:22]C2CCN(CCN=C=S)CC2)=[CH:8][CH:7]=1.C(=O)([O-])[O-].[Na+].[Na+]>O1CCCC1>[F:5][C:6]1[CH:7]=[CH:8][C:9]([CH2:12][N:13]2[C:17]3[CH:18]=[CH:19][CH:20]=[CH:21][C:16]=3[N:15]=[C:14]2[NH2:22])=[CH:10][CH:11]=1 |f:2.3.4|. Reported procedure: A mixture of 1.2 parts of 2-chloroethanamine, 4.1 parts of 1-(4-fluorophenylmethyl)-N-[1-(2-isothiocyanatoethyl)-4-piperidinyl]-1H-benzimidazol-2-amine, 2.2 parts of sodium carbonate and 135 parts of tetrahydrofuran was stirred for 3 hours at room temperature. The mixture was heated to reflux and stirring was continued overnight at reflux temperature. The reaction mixture was filtered and the filtrate was evaporated. The residue was purified by column chromatography over silica gel using a mixtu... Reactants: Brc1ccc2nccn2c1, CCO, CCOC(C)=O, Cc1ccccc1, OB(O)c1cn(C(c2ccccc2)(c2ccccc2)c2ccccc2)nc1-c1ccc(F)cc1, [Na+], [Na+], O=C([O-])[O-]. The product is Fc1ccc(-c2nn(C(c3ccccc3)(c3ccccc3)c3ccccc3)cc2-c2ccc3nccn3c2)cc1. Reaction SMILES: [Br:1][c:2]1[cH:3][cH:4][c:5]2[n:6]([cH:7]1)[cH:8][cH:9][n:10]2.[CH3:45][CH2:46][OH:47].[CH3:54][CH2:55][O:56][C:57](=[O:58])[CH3:59].[CH3:60][c:61]1[cH:62][cH:63][cH:64][cH:65][cH:66]1.[F:11][c:12]1[cH:13][cH:14][c:15](-[c:18]2[n:19][n:20]([C:26]([c:27]3[cH:28][cH:29][cH:30][cH:31][cH:32]3)([c:33]3[cH:34][cH:35][cH:36][cH:37][cH:38]3)[c:39]3[cH:40][cH:41][cH:42][cH:43][cH:44]3)[cH:21][c:22]2[B:23]([OH:24])[OH:25])[cH:16][cH:17]1.[Na+:48].[Na+:49].[O-:50][C:51](=[O:52])[O-:53]>>[c:2]1(-[c:22]2[c:18](-[c:15]3[cH:14][cH:13][c:12]([F:11])[cH:17][cH:16]3)[n:19][n:20]([C:26]([c:27]3[cH:28][cH:29][cH:30][cH:31][cH:32]3)([c:33]3[cH:34][cH:35][cH:36][cH:37][cH:38]3)[c:39]3[cH:40][cH:41][cH:42][cH:43][cH:44]3)[cH:21]2)[cH:3][cH:4][c:5]2[n:6]([cH:7]1)[cH:8][cH:9][n:10]2. The reactants are CCCCCC(=O)Cl, CCOC(=O)C=CNc1ccccc1OC, [H-], [Na+], C1CCOC1. The product is CCCCCC(=O)C(=CNc1ccccc1OC)C(=O)OCC. RXN SMILES: [C:19]([CH2:20][CH2:21][CH2:22][CH2:23][CH3:24])(=[O:25])[Cl:26].[CH3:3][O:4][c:5]1[c:6]([NH:11][CH:12]=[CH:13][C:14](=[O:15])[O:16][CH2:17][CH3:18])[cH:7][cH:8][cH:9][cH:10]1.[H-:1].[Na+:2].[O:27]1[CH2:28][CH2:29][CH2:30][CH2:31]1>>[CH3:3][O:4][c:5]1[c:6]([NH:11][CH:12]=[C:13]([C:14](=[O:15])[O:16][CH2:17][CH3:18])[C:19]([CH2:20][CH2:21][CH2:22][CH2:23][CH3:24])=[O:25])[cH:7][cH:8][cH:9][cH:10]1.